From a dataset of the Open Reaction Database (ORD), a public repository of structured organic reaction records. describe an organic reaction: reactants, conditions, products, and yield Reactants: C(C)(=O)OC(C)=O (acetic anhydride), NC=1C=C(C=CC1)C#C (3-aminophenylacetylene). The solvent is C(C)(=O)O (acetic acid). Yields the product C(C)(=O)NC=1C=C(C=CC1)C#C (3-acetamidophenylacetylene). Isolated yield 79.0%. As a reaction SMILES: C(O[C:5](=[O:7])[CH3:6])(=O)C.[NH2:8][C:9]1[CH:10]=[C:11]([C:15]#[CH:16])[CH:12]=[CH:13][CH:14]=1>C(O)(=O)C>[C:5]([NH:8][C:9]1[CH:10]=[C:11]([C:15]#[CH:16])[CH:12]=[CH:13][CH:14]=1)(=[O:7])[CH3:6]. Procedure: To a 250 ml 3-neck flask fitted with a condenser, nitrogen inlet and outlet, and magnetic stirrer was added 150 ml of acetic acid and 35 ml of acetic anhydride. The mixture was heated to reflux under nitrogen and cooled under nitrogen. To the cooled mixture was added 15 g (0.114 mole) of 3-aminophenylacetylene and the homogeneous solution was refluxed overnight. The cooled reaction mixture was transferred to a 500 ml one-neck flask, and the acetic acid was removed by a rotor-evaporator under hig...